Task: describe an organic reaction: reactants, conditions, products, and yield. Dataset: the Open Reaction Database (ORD), a public repository of structured organic reaction records Starting materials: CC(=O)C.OS(=O)(=O)O.O=[Cr](=O)=O (Jones reagent), OC1CC(C2CCC(=C2CC1)C)=C (6-hydroxy-1-methyl-4-methylen-2,3,3a, 4,5,6,7,8-octahydroazulene), ice. The solvent is CC(=O)C (acetone). Product: CC=1CCC2C(CC(CCC12)=O)=C (1-methyl-4-methylen-6-oxo-2,3,3a, 4,5,6,7,8-octahydroazulene). Yield: 77.7%. RXN SMILES: [OH:1][CH:2]1[CH2:11][CH2:10][C:9]2[CH:5]([CH2:6][CH2:7][C:8]=2[CH3:12])[C:4](=[CH2:13])[CH2:3]1.CC(C)=O.OS(O)(=O)=O.O=[Cr](=O)=O>CC(C)=O>[CH3:12][C:8]1[CH2:7][CH2:6][CH:5]2[C:9]=1[CH2:10][CH2:11][C:2](=[O:1])[CH2:3][C:4]2=[CH2:13] |f:1.2.3|. Procedure: A solution, cooled to -10°, of 26.7 g of 6-hydroxy-1-methyl-4-methylen-2,3,3a, 4,5,6,7,8-octahydroazulene in 1500 ml of acetone was treated dropwise within 30 minutes with 65 ml of Jones reagent (172 mM CrO3). The mixture was poured on the excess ice-cold bicarbonate solution and exhaustively extracted with ether. The organic phase was washed with bicarbonate solution and water, dried with anhydrous magnesium sulphate and concentrated under reduced pressure. The crude product which was obtained ... Starting materials: ClC1=C(C=CC=C1[N+](=O)[O-])C(C)=O (1-(2-chloro-3-nitrophenyl)ethanone), [BH4-].[Na+] (sodium borohydride). The product is ClC1=C(C=CC=C1[N+](=O)[O-])C(O)C (2-chloro-α-methyl-3-nitrobenzenemethanol). Isolated yield 83.4%. As a reaction SMILES: [Cl:1][C:2]1[C:7]([N+:8]([O-:10])=[O:9])=[CH:6][CH:5]=[CH:4][C:3]=1[C:11](=[O:13])[CH3:12].[BH4-].[Na+]>>[Cl:1][C:2]1[C:7]([N+:8]([O-:10])=[O:9])=[CH:6][CH:5]=[CH:4][C:3]=1[CH:11]([CH3:12])[OH:13] |f:1.2|. Procedure: According to the procedure of Example 3, 1-(2-chloro-3-nitrophenyl)ethanone (9.0 g, 44.6 mmol) is reacted with sodium borohydride (0.84 g, 22.3 mmol) to give 2-chloro-α-methyl-3-nitrobenzenemethanol (7.5 g, 83%), mp=62-64° C. The reactants are C1CCOC1, CO, O=[N+]([O-])c1ccc(C=CCO)cc1, NN, O. The product is Nc1ccc(C=CCO)cc1. As a reaction SMILES: [CH2:17]1[O:18][CH2:19][CH2:20][CH2:21]1.[CH3:22][OH:23].[N+:1]([O-:2])(=[O:3])[c:4]1[cH:5][cH:6][c:7]([CH:8]=[CH:9][CH2:10][OH:11])[cH:12][cH:13]1.[NH2:15][NH2:16].[OH2:14]>>[NH2:1][c:4]1[cH:5][cH:6][c:7]([CH:8]=[CH:9][CH2:10][OH:11])[cH:12][cH:13]1. Reactants: BrCC=1C=C(C(C(=O)OCC)=CC1)O (Ethyl 4-bromomethylsalicylate), [N-]=[N+]=[N-].[Na+] (sodium azide). The solvent is CN(C=O)C (N,N-dimethylformamide), ClCCl (dichloromethane). Run at time 2 hour. The product is NCC=1C=C(C(C(=O)OCC)=CC1)O (ethyl 4-aminomethylsalicylate). RXN SMILES: Br[CH2:2][C:3]1[CH:4]=[C:5]([OH:14])[C:6](=[CH:12][CH:13]=1)[C:7]([O:9][CH2:10][CH3:11])=[O:8].[N-:15]=[N+]=[N-].[Na+]>CN(C)C=O.ClCCl>[NH2:15][CH2:2][C:3]1[CH:4]=[C:5]([OH:14])[C:6](=[CH:12][CH:13]=1)[C:7]([O:9][CH2:10][CH3:11])=[O:8] |f:1.2|. Procedure: Ethyl 4-bromomethylsalicylate (4.8 g, 18.6 mmoles) was dissolved in dry N,N-dimethylformamide (50 mL) and sodium azide (1.2 g, 18.9 mmoles) was added. The suspension was stirred at room temperature for 2 hours. The reaction mixture was then diluted with dichloromethane (150 mL) and extracted with 1N aqueous hydrochloric acid (100 mL), water (100 mL), and saturated aqueous sodium chloride(50 mL). Finally, the solution was then dried over anhydrous magnesium sulfate, filtered, and evaporated to dr... Starting materials: BrCC1=C(C=NN1C1=C(C=C(C=C1Cl)C(F)(F)F)Cl)C#N (5-bromomethyl-4-cyano-1-(2,6-dichloro-4-trifluoromethylphenyl)-1H-pyrazole), N1=CC=CC=C1 (pyridine). Yields the product [Br-].C(#N)C=1C=NN(C1C[N+]1=CC=CC=C1)C1=C(C=C(C=C1Cl)C(F)(F)F)Cl (1-[[4-cyano-1-(2,6-dichloro-4-trifluoromethylphenyl)-1H-pyrazol-5-yl]methyl]pyridinium bromide). Reaction SMILES: [Br:1][CH2:2][C:3]1[N:7]([C:8]2[C:13]([Cl:14])=[CH:12][C:11]([C:15]([F:18])([F:17])[F:16])=[CH:10][C:9]=2[Cl:19])[N:6]=[CH:5][C:4]=1[C:20]#[N:21].[N:22]1[CH:27]=[CH:26][CH:25]=[CH:24][CH:23]=1>>[Br-:1].[C:20]([C:4]1[CH:5]=[N:6][N:7]([C:8]2[C:13]([Cl:14])=[CH:12][C:11]([C:15]([F:18])([F:17])[F:16])=[CH:10][C:9]=2[Cl:19])[C:3]=1[CH2:2][N+:22]1[CH:27]=[CH:26][CH:25]=[CH:24][CH:23]=1)#[N:21] |f:2.3|. Procedure details: By the method of Example 5, Step E, 133 g (0.339 mole) of 5-bromomethyl-4-cyano-1-(2,6-dichloro-4-trifluoromethylphenyl)-1H-pyrazole and 666 mL of pyridine were reacted, yielding 98 g of 1-[[4-cyano-1-(2,6-dichloro-4-trifluoromethylphenyl)-1H-pyrazol-5-yl]methyl]pyridinium bromide. The nmr spectrum was consistent with the proposed structure. The reagents and catalysts are [Ni] (Raney nickel). Reactants: ClC=1C=C(C(=NC1)OC1=CC=C(OC(C(=O)OC)C)C=C1)[N+](=O)[O-] (methyl 2-[4-(5-chloro-3-nitropyridin-2-yloxy)phenoxy]propionate), [H][H] (hydrogen). RXN SMILES: [Cl:1][C:2]1[CH:3]=[C:4]([N+:22]([O-])=O)[C:5]([O:8][C:9]2[CH:21]=[CH:20][C:12]([O:13][CH:14]([CH3:19])[C:15]([O:17][CH3:18])=[O:16])=[CH:11][CH:10]=2)=[N:6][CH:7]=1.[H][H]>O1CCOCC1.[Ni]>[NH2:22][C:4]1[C:5]([O:8][C:9]2[CH:10]=[CH:11][C:12]([O:13][CH:14]([CH3:19])[C:15]([O:17][CH3:18])=[O:16])=[CH:20][CH:21]=2)=[N:6][CH:7]=[C:2]([Cl:1])[CH:3]=1. Reported procedure: 190.8 g (0.541 mole) of methyl 2-[4-(5-chloro-3-nitropyridin-2-yloxy)phenoxy]propionate are dissolved in 1.9 l of dioxan. 40 g of Raney nickel catalyst are added and hydrogenation is effected with hydrogen at 20°-25° C. The catalyst is then removed by filtration, the solvent is distilled off and the still warm oily residue is crystallised by stirring it in hexane. The crystalline precipitate is isolated by filtration and dried, affording 167.4 g (96% of theory) of methyl 2-[4-(3-amino-5-chloropy... Solvent: O1CCOCC1 (dioxan). Isolated yield 95.9%. Product: NC=1C(=NC=C(C1)Cl)OC1=CC=C(OC(C(=O)OC)C)C=C1 (methyl 2-[4-(3-amino-5-chloropyridin-2-yloxy)phenoxy]propionate).